Dataset: the Open Reaction Database (ORD), a public repository of structured organic reaction records. Task: describe an organic reaction: reactants, conditions, products, and yield The solvent is CN(C=O)C (N,N-dimethylformamide). Product: C(C1=CC=CC=C1)OC1=CC=C(C=C1)OCCCCl (O-benzyl-4-(3-chloropropoxy)phenol). RXN SMILES: [CH2:1]([O:8][C:9]1[CH:14]=[CH:13][C:12]([OH:15])=[CH:11][CH:10]=1)[C:2]1[CH:7]=[CH:6][CH:5]=[CH:4][CH:3]=1.C(=O)([O-])[O-].[K+].[K+].Br[CH2:23][CH2:24][CH2:25][Cl:26]>CN(C)C=O>[CH2:1]([O:8][C:9]1[CH:10]=[CH:11][C:12]([O:15][CH2:23][CH2:24][CH2:25][Cl:26])=[CH:13][CH:14]=1)[C:2]1[CH:3]=[CH:4][CH:5]=[CH:6][CH:7]=1 |f:1.2.3|. The reactants are C(C1=CC=CC=C1)OC1=CC=C(C=C1)O (4-benzyloxyphenol), C([O-])([O-])=O.[K+].[K+] (potassium carbonate), BrCCCCl (1-bromo-3-chloropropane). Procedure: Following the procedure described in example 1§E, but starting from 4-benzyloxyphenol (2 g), potassium carbonate (6.90 g) and 1-bromo-3-chloropropane (4.94 mL) in N,N-dimethylformamide (10 mL) affords 2.07 g of O-benzyl-4-(3-chloropropoxy)phenol as a white solid.